Task: describe an organic reaction: reactants, conditions, products, and yield. Dataset: the Open Reaction Database (ORD), a public repository of structured organic reaction records Starting materials: BrC=1C=2N(C=CC1)N=C(N2)Cl (8-bromo-2-chloro-[1,2,4]triazolo[1,5-a]pyridine), C(C(C)C)OC1=C(C=CC=C1)B(O)O (2-isobutoxyphenylboronic acid), Example 2c. The product is ClC1=NN2C(C(=CC=C2)C2=C(C=CC=C2)OCC(C)C)=N1 (2-Chloro-8-(2-isobutoxy-phenyl)-[1,2,4]triazolo[1,5-a]pyridine). RXN SMILES: Br[C:2]1[C:3]2[N:4]([N:8]=[C:9]([Cl:11])[N:10]=2)[CH:5]=[CH:6][CH:7]=1.[CH2:12]([O:16][C:17]1[CH:22]=[CH:21][CH:20]=[CH:19][C:18]=1B(O)O)[CH:13]([CH3:15])[CH3:14]>>[Cl:11][C:9]1[N:10]=[C:3]2[C:2]([C:22]3[CH:21]=[CH:20][CH:19]=[CH:18][C:17]=3[O:16][CH2:12][CH:13]([CH3:15])[CH3:14])=[CH:7][CH:6]=[CH:5][N:4]2[N:8]=1. Reported procedure: 2-Chloro-8-(2-isobutoxy-phenyl)-[1,2,4]triazolo[1,5-a]pyridine was prepared from 8-bromo-2-chloro-[1,2,4]triazolo[1,5-a]pyridine and 2-isobutoxyphenylboronic acid in a manner analogous to Example 2c (0.46 g, 70%). MS=302 (MH)+. Starting materials: ClC(Cl)Cl, [H][H], COc1ccccc1N1CCN(S(=O)(=O)c2ccc([N+](=O)[O-])cc2)CC1, O=[Pt]. The product is COc1ccccc1N1CCN(S(=O)(=O)c2ccc(N)cc2)CC1. Reaction SMILES: [CH:31]([Cl:32])([Cl:33])[Cl:34].[H:27][H:28].[N+:1]([O-:2])(=[O:3])[c:4]1[cH:5][cH:6][c:7]([S:10](=[O:11])(=[O:12])[N:13]2[CH2:14][CH2:15][N:16]([c:19]3[c:20]([O:25][CH3:26])[cH:21][cH:22][cH:23][cH:24]3)[CH2:17][CH2:18]2)[cH:8][cH:9]1.[Pt:29]=[O:30]>>[NH2:1][c:4]1[cH:5][cH:6][c:7]([S:10](=[O:11])(=[O:12])[N:13]2[CH2:14][CH2:15][N:16]([c:19]3[c:20]([O:25][CH3:26])[cH:21][cH:22][cH:23][cH:24]3)[CH2:17][CH2:18]2)[cH:8][cH:9]1. The reactants are NC(CCCC(=O)OC)C1=C(C=CC=C1OC)OC (methyl 5-amino-5-(2,6-dimethoxyphenyl)pentanoate), N1=CC(=CC2=CC=CC=C12)C=O (quinoline-3-carbaldehyde). Product: COC1=C(C(=CC=C1)OC)C1CCCC(N1CC=1C=NC2=CC=CC=C2C1)=O (6-(2,6-dimethoxyphenyl)-1-(quinolin-3-ylmethyl)piperidin-2-one). As a reaction SMILES: [NH2:1][CH:2]([C:10]1[C:15]([O:16][CH3:17])=[CH:14][CH:13]=[CH:12][C:11]=1[O:18][CH3:19])[CH2:3][CH2:4][CH2:5][C:6]([O:8]C)=O.[N:20]1[C:29]2[C:24](=[CH:25][CH:26]=[CH:27][CH:28]=2)[CH:23]=[C:22]([CH:30]=O)[CH:21]=1>>[CH3:19][O:18][C:11]1[CH:12]=[CH:13][CH:14]=[C:15]([O:16][CH3:17])[C:10]=1[CH:2]1[N:1]([CH2:30][C:22]2[CH:21]=[N:20][C:29]3[C:24]([CH:23]=2)=[CH:25][CH:26]=[CH:27][CH:28]=3)[C:6](=[O:8])[CH2:5][CH2:4][CH2:3]1. Reported procedure: Prepared according to the described general procedure 1 (GP1) by reaction of methyl 5-amino-5-(2,6-dimethoxyphenyl)pentanoate with commercially available quinoline-3-carbaldehyde. Subsequent purification by preparative HPLC afforded the target compound. LC-MS (conditions B): tR=0.68 min.; [M+H]+: 377.36 g/mol. The reactants are C(C)C1C(C2=CC3=C(OCO3)C=C2C1)=O (6-ethyl-6,7-dihydro-5H-indeno[5,6-d][1,3]dioxol-5-one), BrBr (Br2), C(=O)(C)O[Na] (AcONa), BrBr (Br2), CC(=O)[O-].[Na+] (NaOAc). Solvent: C(Cl)Cl (CH2Cl2), C(Cl)Cl (CH2Cl2), O (water). Reaction conditions: time 24 hour. Yields the product BrC1=C2CC(C(C2=CC2=C1OCO2)=O)C (8-Bromo-6-methyl-6,7-dihydro-5H-indeno[5,6-d][1,3]dioxol-5-one). The yield is 58.0%. Reaction SMILES: [Br:1]Br.[CH2:3]([CH:5]1[CH2:16][C:15]2[C:7](=[CH:8][C:9]3[O:13][CH2:12][O:11][C:10]=3[CH:14]=2)[C:6]1=[O:17])C.CC([O-])=O.[Na+]>C(Cl)Cl.O>[Br:1][C:14]1[C:10]2[O:11][CH2:12][O:13][C:9]=2[CH:8]=[C:7]2[C:15]=1[CH2:16][CH:5]([CH3:3])[C:6]2=[O:17] |f:2.3|. Procedure: Br2 (11.42 ml, 221.44 mmol) was added dropwise at 0° C. into well stirred mixture of 6-ethyl-6,7-dihydro-5H-indeno[5,6-d][1,3]dioxol-5-one (40.01 g, 210.37 mmol) solution in CH2Cl2 (93 ml) and NaOAc (35.32 g, 430 6 mmol) solution in water (62 ml). After 20 h of stirring at room temperature, 11.5 g of AcONa and 3.42 ml of Br2 (30% of starting amount) were added. This procedure was repeated after 24 h, the resulting mixture was stirred for additional 48 h. The resulting mixture was diluted by CH2C... Procedure: To a solution of 7-((1-allylcyclopropyl)sulfonyl)-4-fluoro-5-(2-fluoro-4-iodophenyl)-5H-imidazo[4′,5′:4,5]benzo[1,2-d]thiazol-6(7H)-one (60 mg, 0.11 mmol) in THF (5 mL) was added potassium trimethylsilanolate (14 mg, 0.11 mmol). The reaction was stirred at room temperature for 1 h and quenched with saturated NH4Cl (aq.). The aqueous layer was extracted with EA (10 mL×2). The combined organic phase was washed with brine (20 mL), dried over Na2SO4, filtered and concentrated in vacuo. The residue w... Reactants: C(C=C)C1(CC1)S(=O)(=O)N1C(N(C=2C1=CC1=C(N=CS1)C2F)C2=C(C=C(C=C2)I)F)=O (7-((1-allylcyclopropyl)sulfonyl)-4-fluoro-5-(2-fluoro-4-iodophenyl)-5H-imidazo[4′,5′:4,5]benzo[1,2-d]thiazol-6(7H)-one), C[Si]([O-])(C)C.[K+] (potassium trimethylsilanolate). The solvent is C1CCOC1 (THF). Conditions: time 1 hour. RXN SMILES: [CH2:1]([C:4]1([S:7]([N:10]2[C:14]3=[CH:15][C:16]4[S:20][CH:19]=[N:18][C:17]=4[C:21]([F:22])=[C:13]3[N:12]([C:23]3[CH:28]=[CH:27][C:26]([I:29])=[CH:25][C:24]=3[F:30])C2=O)(=[O:9])=[O:8])[CH2:6][CH2:5]1)[CH:2]=[CH2:3].C[Si](C)(C)[O-].[K+]>C1COCC1>[CH2:1]([C:4]1([S:7]([NH:10][C:14]2[C:13]([NH:12][C:23]3[CH:28]=[CH:27][C:26]([I:29])=[CH:25][C:24]=3[F:30])=[C:21]([F:22])[C:17]3[N:18]=[CH:19][S:20][C:16]=3[CH:15]=2)(=[O:9])=[O:8])[CH2:6][CH2:5]1)[CH:2]=[CH2:3] |f:1.2|. Isolated yield 83.0%. Product: C(C=C)C1(CC1)S(=O)(=O)NC1=CC2=C(N=CS2)C(=C1NC1=C(C=C(C=C1)I)F)F (1-allyl-N-(4-fluoro-5-((2-fluoro-4-iodophenyl)amino)benzo[d]thiazol-6-yl)cyclopropane-1-sulfonamide). Run in [OH-].[Na+] (NaOH). Reactants: COC(=O)[C@H]1N(C[C@H](C1)O)S(NC1=C(C(=C(C=C1)C#N)Cl)C)(=O)=O ((2S,4S)-1-(3-Chloro-4-cyano-2-methyl-phenylsulfamoyl)-4-hydroxy-pyrrolidine-2-carboxylic acid methyl ester), Cl (HCl). Yield: 100.8%. Procedure details: A solution of 4A (60 mg, 0.160 mmol) in 4 mL of 1.6 N NaOH was stirred at rt for 1 h. The reaction mixture was acidified to pH 2 with 10% HCl. A solid precipitated which was filtered, washed with water and dried to afford the title compound (58 mg) as an orange solid. 1H NMR (CD3OD) δ 2.38-2.42 (m, 5H) 3.31-3.34 (m, 1H), 3.62-3.65 (m, 1H), 4.40-4.42 (m, 1H), 4.49-4.52 (m, 1H), 7.60 (d, J=8.8, 1H), 7.71 (d, J=8.8, 1H); 13C NMR (CD3OD) δ 15.28, 39.89, 57.29, 61.95, 71.03, 109.61, 117.42, 121.42, 1... The product is ClC=1C(=C(C=CC1C#N)NS(=O)(=O)N1[C@@H](C[C@@H](C1)O)C(=O)O)C ((2S,4S)-1-(3-Chloro-4-cyano-2-methyl-phenylsulfamoyl)-4-hydroxy-pyrrolidine-2-carboxylic acid). As a reaction SMILES: C[O:2][C:3]([C@@H:5]1[CH2:9][C@H:8]([OH:10])[CH2:7][N:6]1[S:11](=[O:24])(=[O:23])[NH:12][C:13]1[CH:18]=[CH:17][C:16]([C:19]#[N:20])=[C:15]([Cl:21])[C:14]=1[CH3:22])=[O:4].Cl>[OH-].[Na+]>[Cl:21][C:15]1[C:14]([CH3:22])=[C:13]([NH:12][S:11]([N:6]2[CH2:7][C@@H:8]([OH:10])[CH2:9][C@H:5]2[C:3]([OH:4])=[O:2])(=[O:23])=[O:24])[CH:18]=[CH:17][C:16]=1[C:19]#[N:20] |f:2.3|.